This data is from the Open Reaction Database (ORD), a public repository of structured organic reaction records. The task is: describe an organic reaction: reactants, conditions, products, and yield Starting materials: ClC1=NC(=C(C(=N1)C)C)C (2-chloro-4,5,6-trimethylpyrimidine), CC1=NC(=NC(=C1C)C)O (4,5,6-trimethylpyrimidin-2-ol). The product is ClC1=NC(=C(C(=N1)C)CC)C (2-Chloro-5-ethyl-4,6-dimethylpyrimidine). RXN SMILES: [Cl:1][C:2]1[N:7]=[C:6]([CH3:8])[C:5]([CH3:9])=[C:4]([CH3:10])[N:3]=1.[CH3:11]C1C(C)=C(C)N=C(O)N=1>>[Cl:1][C:2]1[N:7]=[C:6]([CH3:8])[C:5]([CH2:9][CH3:11])=[C:4]([CH3:10])[N:3]=1. Reported procedure: The title compound was prepared in a manner analogous to Intermediate 56, substituting 5-ethyl-4,6-dimethylpyrimidin-2-ol for 4,5,6-trimethylpyrimidin-2-ol. MS (ESI): mass calculated for C8H11ClN2, 170.06, m/z found 171.1 [M+1]+. 1H NMR (500 MHz, CDCl3): 2.65 (q, J=7.6 Hz, 2H), 2.50 (s, 6H), 1.15 (t, J=7.6 Hz, 3H). The reactants are CCOC(=O)c1ccc(S(C)(=O)=O)cc1N(CC)S(C)(=O)=O, CCO, Cl, [Li+], [OH-], O. Yields the product CCN(c1cc(S(C)(=O)=O)ccc1C(=O)O)S(C)(=O)=O. Reaction SMILES: [CH2:1]([CH3:2])[N:3]([S:4](=[O:5])(=[O:6])[CH3:7])[c:8]1[c:9]([C:10](=[O:11])[O:12][CH2:13][CH3:14])[cH:15][cH:16][c:17]([S:19](=[O:20])(=[O:21])[CH3:22])[cH:18]1.[CH3:27][CH2:28][OH:29].[ClH:26].[Li+:25].[OH-:24].[OH2:23]>>[CH2:1]([CH3:2])[N:3]([S:4](=[O:5])(=[O:6])[CH3:7])[c:8]1[c:9]([C:10](=[O:11])[OH:12])[cH:15][cH:16][c:17]([S:19](=[O:20])(=[O:21])[CH3:22])[cH:18]1. Solvent: CN(C=O)C (dimethylformamide), C(C)(C)N(CC)C(C)C (diisopropylethylamine). The product is CC(C)(C)OC([C@@H](NC(=O)OCC1=CC=CC=C1)CNC1=NC=NC(=C1C)Cl)=O ((1,1-dimethylethyl)3-[(6-chloro-5-methyl-4-pyrimidinyl)amino]-N-[(phenylmethoxy)carbonyl]alaninate). As a reaction SMILES: Cl[C:2]1[C:7]([CH3:8])=[C:6]([Cl:9])[N:5]=[CH:4][N:3]=1.[NH2:10][CH2:11][C@@H:12]([C:24]([O:26][C:27]([CH3:30])([CH3:29])[CH3:28])=[O:25])[NH:13][C:14]([O:16][CH2:17][C:18]1[CH:23]=[CH:22][CH:21]=[CH:20][CH:19]=1)=[O:15]>CN(C)C=O.C(N(C(C)C)CC)(C)C>[CH3:30][C:27]([O:26][C:24](=[O:25])[C@H:12]([CH2:11][NH:10][C:2]1[C:7]([CH3:8])=[C:6]([Cl:9])[N:5]=[CH:4][N:3]=1)[NH:13][C:14]([O:16][CH2:17][C:18]1[CH:23]=[CH:22][CH:21]=[CH:20][CH:19]=1)=[O:15])([CH3:28])[CH3:29]. Reactants: ClC1=NC=NC(=C1C)Cl (4,6-dichloro-5-methyl-pyrimidine), NC[C@H](NC(=O)OCC1=CC=CC=C1)C(=O)OC(C)(C)C ((1,1-dimethylethyl) 3-amino-N-[(phenylmethoxy)carbonyl]alaninate). Reaction conditions: temperature 120 celsius. Procedure details: A mixture of 325 mg (2 mmoles) of 4,6-dichloro-5-methyl-pyrimidine (marketed by SPECS), 600 mg (2 mmoles) of (1,1-dimethylethyl) 3-amino-N-[(phenylmethoxy)carbonyl]alaninate (prepared according to J. Med. Chem. (2001), 44(8), 1158-1176) in 3 ml of dimethylformamide and 3 ml of diisopropylethylamine is heated at 120° C. overnight. The reaction medium is concentrated to dryness under vacuum and the residue is taken up in a mixture of water, ethyl acetate and a saturated solution of sodium bicarbon... Isolated yield 53.5%. The product is NCc1ccc(C2CC2)cn1. Reaction SMILES: [C:1](#[N:2])[c:3]1[n:4][cH:5][c:6]([CH:9]2[CH2:10][CH2:11]2)[cH:7][cH:8]1.[CH3:13][OH:14].[NH3:12]>>[CH2:1]([NH2:2])[c:3]1[n:4][cH:5][c:6]([CH:9]2[CH2:10][CH2:11]2)[cH:7][cH:8]1. Reactants: N#Cc1ccc(C2CC2)cn1, CO, N. The reactants are N#CC(O)c1cccc(Oc2ccccc2)c1, COC(=O)C(Br)=CC1C(C(=O)O)C1(C)C, ClC(Cl)Cl. Yields the product COC(=O)C(Br)=CC1C(C(=O)OC(C#N)c2cccc(Oc3ccccc3)c2)C1(C)C. As a reaction SMILES: [C:16](#[N:17])[CH:18]([c:19]1[cH:20][c:21]([O:25][c:26]2[cH:27][cH:28][cH:29][cH:30][cH:31]2)[cH:22][cH:23][cH:24]1)[OH:32].[CH3:1][C:2]1([CH3:15])[CH:3]([C:12](=[O:13])[OH:14])[CH:4]1[CH:5]=[C:6]([C:7]([O:8][CH3:9])=[O:10])[Br:11].[CH:33]([Cl:34])([Cl:35])[Cl:36]>>[CH3:1][C:2]1([CH3:15])[CH:3]([C:12](=[O:13])[O:14][CH:18]([C:16]#[N:17])[c:19]2[cH:20][c:21]([O:25][c:26]3[cH:27][cH:28][cH:29][cH:30][cH:31]3)[cH:22][cH:23][cH:24]2)[CH:4]1[CH:5]=[C:6]([C:7]([O:8][CH3:9])=[O:10])[Br:11]. Starting materials: [OH-].[Na+] (sodium hydroxide), C(C1=CC=CC=C1)N (benzylamine), CC1(C=NC(CCCCCCCC1)C(C)C)C (3,3-dimethyl-12-isopropyl-1-aza-cyclododecene), Cl (hydrochloric acid). The solvent is O (water). Yields the product solid, CC(C=O)(CCCCCCCCC(N)C(C)C)C.C(C1=CC=CC=C1)N (2,2-dimethyl-11-isopropyl-11-amino-undecanal benzylamine). Isolated yield 56.4%. As a reaction SMILES: [CH3:1][C:2]1([CH3:17])[CH2:13][CH2:12][CH2:11][CH2:10][CH2:9][CH2:8][CH2:7][CH2:6][CH:5]([CH:14]([CH3:16])[CH3:15])[N:4]=[CH:3]1.Cl.[CH2:19]([NH2:26])[C:20]1[CH:25]=[CH:24][CH:23]=[CH:22][CH:21]=1.[OH-:27].[Na+]>O>[CH3:1][C:2]([CH3:17])([CH2:13][CH2:12][CH2:11][CH2:10][CH2:9][CH2:8][CH2:7][CH2:6][CH:5]([CH:14]([CH3:16])[CH3:15])[NH2:4])[CH:3]=[O:27].[CH2:19]([NH2:26])[C:20]1[CH:25]=[CH:24][CH:23]=[CH:22][CH:21]=1 |f:3.4,6.7|. Reported procedure: The procedure described in Example 2(b) is repeated, except that 68.5 g (0.5 mol) of 3,3-dimethyl-12-isopropyl-1-aza-cyclododecene, 50 g of 37% hydrochloric acid, 54 g (0.5 mol) of benzylamine and 200 ml of water are used. After neutralisation with 22 g (0.55 mol) of solid sodium hydroxide, 97 g (0.282 mol) of 2,2-dimethyl-11-isopropyl-11-amino-undecanal-benzylamine are obtained; yield 56.4% of theory. The product is COC1=CC=C(CNCC(=O)OC)C=C1 (Methyl 2-(4-methoxybenzylamino)acetate), oil. Procedure details: Sodium borohydride (438 mg, 1.2 mmol) was added to a solution of (E)-methyl 2-(4-methoxybenzylideneamino)acetate (2.0 g, 9.6 mmol) in a mixture of methanol (22 mL) and THF (11 mL) at 0° C. The reaction mixture was stirred 1 hour at room temperature then partionned between a solution of saturated ammonium chloride (20 mL) and ethyl acetate (30 mL). The aqueous phase was separated and extracted with ethyl acetate (3×50 mL). The combined organic phases were dried over sodium sulfate, filtered and c... The solvent is CO (methanol), C1CCOC1 (THF). Conditions: time 1 hour. The reactants are [BH4-].[Na+] (Sodium borohydride), COC1=CC=C(\C=N\CC(=O)OC)C=C1 ((E)-methyl 2-(4-methoxybenzylideneamino)acetate), [Cl-].[NH4+] (ammonium chloride), C(C)(=O)OCC (ethyl acetate). As a reaction SMILES: [BH4-].[Na+].[CH3:3][O:4][C:5]1[CH:17]=[CH:16][C:8](/[CH:9]=[N:10]/[CH2:11][C:12]([O:14][CH3:15])=[O:13])=[CH:7][CH:6]=1.[Cl-].[NH4+].C(OCC)(=O)C>CO.C1COCC1>[CH3:3][O:4][C:5]1[CH:6]=[CH:7][C:8]([CH2:9][NH:10][CH2:11][C:12]([O:14][CH3:15])=[O:13])=[CH:16][CH:17]=1 |f:0.1,3.4|. The yield is 85.0%.